Dataset: the Open Reaction Database (ORD), a public repository of structured organic reaction records. Task: describe an organic reaction: reactants, conditions, products, and yield Starting materials: C(N)(=N)C1=CC=C(C=C1)CC(NC(=O)OC(C)(C)C)C(=O)NC=1C=C(C(=O)N[C@@H](CC(=O)OC(C)(C)C)C(=O)N[C@@H](CC2=CC=CC3=CC=CC=C23)C(=O)O)C=CC1 (N-[N-[m-[[3-(p-amidinophenyl)-N-(t-butoxycarbonyl)-DL-alanyl]amino]benzoyl]-3-(t-butoxycarbonyl)-L-alanyl]-3-(1-naphthyl)-L-alanine), FC(C(=O)O)(F)F (trifluoroacetic acid). Run in C(Cl)Cl (methylene chloride). Reaction conditions: time 2 hour. The product is FC(C(=O)O)(F)F.C(N)(=N)C1=CC=C(C=C1)CC(N)C(=O)NC=1C=C(C(=O)N[C@@H](CC(O)=O)C(=O)N[C@@H](CC2=CC=CC3=CC=CC=C23)C(=O)O)C=CC1 (N-[N-[m-[[3-(p-amidinophenyl)-DL-alanyl]amino]benzoyl]-L-α-aspartyl]-3-(1-naphthyl)-L-alanine trifluoroacetate). The yield is 84.0%. As a reaction SMILES: [C:1]([C:4]1[CH:9]=[CH:8][C:7]([CH2:10][CH:11]([C:20]([NH:22][C:23]2[CH:24]=[C:25]([CH:56]=[CH:57][CH:58]=2)[C:26]([NH:28][C@H:29]([C:38]([NH:40][C@H:41]([C:53]([OH:55])=[O:54])[CH2:42][C:43]2[C:52]3[C:47](=[CH:48][CH:49]=[CH:50][CH:51]=3)[CH:46]=[CH:45][CH:44]=2)=[O:39])[CH2:30][C:31]([O:33]C(C)(C)C)=[O:32])=[O:27])=[O:21])[NH:12]C(OC(C)(C)C)=O)=[CH:6][CH:5]=1)(=[NH:3])[NH2:2].[F:59][C:60]([F:65])([F:64])[C:61]([OH:63])=[O:62]>C(Cl)Cl>[F:59][C:60]([F:65])([F:64])[C:61]([OH:63])=[O:62].[C:1]([C:4]1[CH:9]=[CH:8][C:7]([CH2:10][CH:11]([C:20]([NH:22][C:23]2[CH:24]=[C:25]([CH:56]=[CH:57][CH:58]=2)[C:26]([NH:28][C@H:29]([C:38]([NH:40][C@H:41]([C:53]([OH:55])=[O:54])[CH2:42][C:43]2[C:52]3[C:47](=[CH:48][CH:49]=[CH:50][CH:51]=3)[CH:46]=[CH:45][CH:44]=2)=[O:39])[CH2:30][C:31](=[O:32])[OH:33])=[O:27])=[O:21])[NH2:12])=[CH:6][CH:5]=1)(=[NH:2])[NH2:3] |f:3.4|. Procedure details: A solution of 55 mg of N-[N-[m-[[3-(p-amidinophenyl)-N-(t-butoxycarbonyl)-DL-alanyl]amino]benzoyl]-3-(t-butoxycarbonyl)-L-alanyl]-3-(1-naphthyl)-L-alanine (1:1 epimer) in a mixture of 10 ml of methylene chloride and 5 ml of trifluoroacetic acid is held at room temperature for 2 hours while gassing with argon. After evaporation of the solvent there is obtained N-[N-[m-[[3-(p-amidinophenyl)-DL-alanyl]amino]benzoyl]-L-α-aspartyl]-3-(1-naphthyl)-L-alanine trifluoroacetate (1:2), m.p. 165° C. (dec.) ...